From a dataset of the Open Reaction Database (ORD), a public repository of structured organic reaction records. describe an organic reaction: reactants, conditions, products, and yield Reactants: O=C(Cl)c1cccnc1, CCN(C(C)C)C(C)C, CC(=O)N(c1ccccc1)C1CC(C)Nc2ccccc21, ClCCl, C1COCCO1. The product is CC(=O)N(c1ccccc1)C1CC(C)N(C(=O)c2cccnc2)c2ccccc21. Reaction SMILES: [C:1]([c:2]1[cH:3][n:4][cH:5][cH:6][cH:7]1)(=[O:8])[Cl:9].[CH2:31]([N:32]([CH:33]([CH3:34])[CH3:35])[CH:36]([CH3:37])[CH3:38])[CH3:39].[CH3:10][CH:11]1[NH:12][c:13]2[cH:14][cH:15][cH:16][cH:17][c:18]2[CH:19]([N:21]([C:22]([CH3:23])=[O:24])[c:25]2[cH:26][cH:27][cH:28][cH:29][cH:30]2)[CH2:20]1.[Cl:40][CH2:41][Cl:42].[O:43]1[CH2:44][CH2:45][O:46][CH2:47][CH2:48]1>>[C:1]([c:2]1[cH:3][n:4][cH:5][cH:6][cH:7]1)(=[O:8])[N:12]1[CH:11]([CH3:10])[CH2:20][CH:19]([N:21]([C:22]([CH3:23])=[O:24])[c:25]2[cH:26][cH:27][cH:28][cH:29][cH:30]2)[c:18]2[c:13]1[cH:14][cH:15][cH:16][cH:17]2. Reactants: C(CCC)C=1N(C(=CN1)C(C1=C(C=C(C=C1)OC)OCC1=CC=CC=C1)=O)C (2-n-Butyl-1-methyl-5-(2-benzyloxy-4-methoxybenzoyl)-1H-imidazole). Reagents/catalysts: [Pd] (Pd/C). Run in CCOC(=O)C (EtOAc). Yields the product C(CCC)C=1N(C(=CN1)C(C1=C(C=C(C=C1)OC)O)=O)C (2-n-Butyl-1-methyl-5-(2-hydroxy-4-methoxybenzoyl)-1H-imidazole). Reaction SMILES: [CH2:1]([C:5]1[N:6]([CH3:28])[C:7]([C:10](=[O:27])[C:11]2[CH:16]=[CH:15][C:14]([O:17][CH3:18])=[CH:13][C:12]=2[O:19]CC2C=CC=CC=2)=[CH:8][N:9]=1)[CH2:2][CH2:3][CH3:4]>CCOC(C)=O.[Pd]>[CH2:1]([C:5]1[N:6]([CH3:28])[C:7]([C:10](=[O:27])[C:11]2[CH:16]=[CH:15][C:14]([O:17][CH3:18])=[CH:13][C:12]=2[OH:19])=[CH:8][N:9]=1)[CH2:2][CH2:3][CH3:4]. Reported procedure: 2-n-Butyl-1-methyl-5-(2-benzyloxy-4-methoxybenzoyl)-1H-imidazole (1.29 g, 3.41 mmol) dissolved in EtOAc was treated with 10% Pd/C under H2 (1 atm) for 10 h at ambient temperature. The catalyst was removed by filtration and the solvent removed under reduced pressure to afford the title compound as a bright yellow oil which solidified on standing (888 mg, 91%)